Dataset: the Open Reaction Database (ORD), a public repository of structured organic reaction records. Task: describe an organic reaction: reactants, conditions, products, and yield Reported procedure: A solution of Ethyl 7-(6,7-diphenyl-3,4-dihydro-1,8-naphthyridin-1(2H)-yl)heptanoate (step 1) (100 mg, 0.226 mmol) and lithium hydroxide (37.9 mg, 0.904 mmol) in THF (2 ml) was heated at 75° C. for 6 h. The reaction was quenched with water and the pH was adjusted to pH 3-4 by addition of 1M HCl. The mixture was partitioned between EtOAc and water. The organic portion was separated and washed with brine, dried over MgSO4, filtered and concentrated in vacuo. Purification of the crude product by ch... Starting materials: C1(=CC=CC=C1)C=1C=C2CCCN(C2=NC1C1=CC=CC=C1)CCCCCCC(=O)OCC (Ethyl 7-(6,7-diphenyl-3,4-dihydro-1,8-naphthyridin-1(2H)-yl)heptanoate), [OH-].[Li+] (lithium hydroxide). The solvent is C1CCOC1 (THF). Product: C1(=CC=CC=C1)C=1C=C2CCCN(C2=NC1C1=CC=CC=C1)CCCCCCC(=O)O (7-(6,7-diphenyl-3,4-dihydro-1,8-naphthyridin-1(2H)-yl)heptanoic acid). Reaction SMILES: [C:1]1([C:7]2[CH:8]=[C:9]3[C:14](=[N:15][C:16]=2[C:17]2[CH:22]=[CH:21][CH:20]=[CH:19][CH:18]=2)[N:13]([CH2:23][CH2:24][CH2:25][CH2:26][CH2:27][CH2:28][C:29]([O:31]CC)=[O:30])[CH2:12][CH2:11][CH2:10]3)[CH:6]=[CH:5][CH:4]=[CH:3][CH:2]=1.[OH-].[Li+]>C1COCC1>[C:1]1([C:7]2[CH:8]=[C:9]3[C:14](=[N:15][C:16]=2[C:17]2[CH:18]=[CH:19][CH:20]=[CH:21][CH:22]=2)[N:13]([CH2:23][CH2:24][CH2:25][CH2:26][CH2:27][CH2:28][C:29]([OH:31])=[O:30])[CH2:12][CH2:11][CH2:10]3)[CH:2]=[CH:3][CH:4]=[CH:5][CH:6]=1 |f:1.2|. Reactants: COCCO, Cn1ccnc1-c1ccccc1Nc1nc(Cl)ncc1Cl, Cl, CC1(C)CCC(=O)Nc2ccc(N)cc21, C1COCCO1. Product: Cn1ccnc1-c1ccccc1Nc1nc(Nc2ccc3c(c2)C(C)(C)CCC(=O)N3)ncc1Cl. Reaction SMILES: [CH3:44][O:45][CH2:46][CH2:47][OH:48].[Cl:1][c:2]1[n:3][cH:4][c:5]([Cl:21])[c:6]([NH:8][c:9]2[c:10](-[c:15]3[n:16]([CH3:20])[cH:17][cH:18][n:19]3)[cH:11][cH:12][cH:13][cH:14]2)[n:7]1.[ClH:37].[NH2:22][c:23]1[cH:24][c:25]2[c:26]([cH:35][cH:36]1)[NH:27][C:28](=[O:34])[CH2:29][CH2:30][C:31]2([CH3:32])[CH3:33].[O:38]1[CH2:39][CH2:40][O:41][CH2:42][CH2:43]1>>[c:2]1([NH:22][c:23]2[cH:24][c:25]3[c:26]([cH:35][cH:36]2)[NH:27][C:28](=[O:34])[CH2:29][CH2:30][C:31]3([CH3:32])[CH3:33])[n:3][cH:4][c:5]([Cl:21])[c:6]([NH:8][c:9]2[c:10](-[c:15]3[n:16]([CH3:20])[cH:17][cH:18][n:19]3)[cH:11][cH:12][cH:13][cH:14]2)[n:7]1. Run in C1CCOC1 (THF). Procedure details: 4-[2-(tert-Butoxycarbonyl-methyl-amino)-ethylamino]-3-nitro-benzoic acid methyl ester (1.7 g) was prepared by following General Procedure A starting from 4-chloro-3-nitro-benzoic acid methyl ester (1 g), (2-amino-ethyl)-methyl-carbamic acid tert-butyl ester (1.2 g) and DIEA (1.7 mL) in THF (20 mL). Yields the product COC(C1=CC(=C(C=C1)NCCN(C)C(=O)OC(C)(C)C)[N+](=O)[O-])=O (4-[2-(tert-Butoxycarbonyl-methyl-amino)-ethylamino]-3-nitro-benzoic acid methyl ester). As a reaction SMILES: [CH3:1][O:2][C:3](=[O:14])[C:4]1[CH:9]=[CH:8][C:7](Cl)=[C:6]([N+:11]([O-:13])=[O:12])[CH:5]=1.[C:15]([O:19][C:20](=[O:26])[N:21]([CH2:23][CH2:24][NH2:25])[CH3:22])([CH3:18])([CH3:17])[CH3:16].CCN(C(C)C)C(C)C>C1COCC1>[CH3:1][O:2][C:3](=[O:14])[C:4]1[CH:9]=[CH:8][C:7]([NH:25][CH2:24][CH2:23][N:21]([C:20]([O:19][C:15]([CH3:18])([CH3:17])[CH3:16])=[O:26])[CH3:22])=[C:6]([N+:11]([O-:13])=[O:12])[CH:5]=1. The yield is 103.7%. Reactants: COC(C1=CC(=C(C=C1)Cl)[N+](=O)[O-])=O (4-chloro-3-nitro-benzoic acid methyl ester), C(C)(C)(C)OC(N(C)CCN)=O ((2-amino-ethyl)-methyl-carbamic acid tert-butyl ester), CCN(C(C)C)C(C)C (DIEA). Starting materials: Br, COc1ccc2cc(CNCc3ccccc3)ccc2c1, CC(=O)O, O. The product is Oc1ccc2cc(CNCc3ccccc3)ccc2c1. RXN SMILES: [BrH:22].[CH2:1]([c:2]1[cH:3][cH:4][cH:5][cH:6][cH:7]1)[NH:8][CH2:9][c:10]1[cH:11][c:12]2[cH:13][cH:14][c:15]([O:20][CH3:21])[cH:16][c:17]2[cH:18][cH:19]1.[CH3:23][C:24](=[O:25])[OH:26].[OH2:27]>>[CH2:1]([c:2]1[cH:3][cH:4][cH:5][cH:6][cH:7]1)[NH:8][CH2:9][c:10]1[cH:11][c:12]2[cH:13][cH:14][c:15]([OH:20])[cH:16][c:17]2[cH:18][cH:19]1. The reactants are CC=1N=C(SC1)NC(=O)C1=NC(=CC=C1NC=1C=NC=CC1)C (6-Methyl-3-(pyridin-3-ylamino)-pyridine-2-carboxylic acid (4-methyl-thiazol-2-yl)-amide), BrC1=CC(=CC=C1)F (1-Bromo-3-fluorobenzene). Product: CC=1N=C(SC1)NC(=O)C1=NC(=CC=C1NC1=CC(=CC=C1)F)C (3-(3-Fluoro-phenylamino)-6-methyl-pyridine-2-carboxylic acid (4-methyl-thiazol-2-yl)-amide). RXN SMILES: [CH3:1][C:2]1[N:3]=[C:4]([NH:7][C:8]([C:10]2[C:15]([NH:16][C:17]3[CH:18]=N[CH:20]=[CH:21][CH:22]=3)=[CH:14][CH:13]=[C:12]([CH3:23])[N:11]=2)=[O:9])[S:5][CH:6]=1.BrC1C=CC=[C:27]([F:31])C=1>>[CH3:1][C:2]1[N:3]=[C:4]([NH:7][C:8]([C:10]2[C:15]([NH:16][C:17]3[CH:22]=[CH:21][CH:20]=[C:27]([F:31])[CH:18]=3)=[CH:14][CH:13]=[C:12]([CH3:23])[N:11]=2)=[O:9])[S:5][CH:6]=1. Procedure: The title compound, was prepared from 3-Amino-6-methyl-pyridine-2-carboxylic acid (4-methyl-thiazol-2-yl)-amide (example 14) in accordance with the general method of example 20 using 1-Bromo-3-fluorobenzene instead of 3-Bromo-4-methylpyridine to yield the final compound as a yellow solid, MS (ISP): m/e=343.1 (M+H+).